This data is from the Open Reaction Database (ORD), a public repository of structured organic reaction records. The task is: describe an organic reaction: reactants, conditions, products, and yield Reactants: COC=1C=CC=C2COC(=O)C12 (7-methoxyphthalide), C1(=CC=CC=C1)P(C1=CC=CC=C1)(C1=CC=CC=C1)=CC(=O)OC (Methyl (Triphenylphosphoranylidene)acetate), COC=1C=C(C=O)C=CC1 (3-methoxybenzaldehyde). Run in C(Cl)(Cl)Cl (Chloroform). Run at temperature 50 celsius, time 40 minute. The product is OC1OCC2=C1C(=CC=C2)OC (1Hydroxy-7-methoxy-1,3-dihydrobenzo[c]furan), title compound. RXN SMILES: [CH3:1][O:2][C:3]1[CH:4]=[CH:5][CH:6]=[C:7]2[C:12]=1[C:10](=[O:11])[O:9][CH2:8]2.COC1C=C(C=CC=1)C=O.C1(P(=CC(OC)=O)(C2C=CC=CC=2)C2C=CC=CC=2)C=CC=CC=1>C(Cl)(Cl)Cl>[OH:11][CH:10]1[C:12]2[C:3]([O:2][CH3:1])=[CH:4][CH:5]=[CH:6][C:7]=2[CH2:8][O:9]1. Procedure details: 1Hydroxy-7-methoxy-1,3-dihydrobenzo[c]furan (1.08 g), which was prepared with using 7-methoxyphthalide which was synthesized with using 3-methoxybenzaldehyde by the method described in Journal of Organic Chemistry, 1980, 45, 1835-1838, was dissolved in Chloroform (20 ml). Methyl (Triphenylphosphoranylidene)acetate (2.68 g) was added to the solution. The mixture was stirred for 40 min. at 50° C. A temperature of the reaction mixture was down to room temperature. The reaction solution was purified... Starting materials: C(C)(=O)OC(C)=O (acetic anhydride), OC=1C(=C2C=3C(=C(C(=C(C3C3=CC=CC=C3C2=CC1)O)O)O)O)O (hexa(hydroxy)triphenylene), 4-substituted benzoyl chlorides, hexahalotriphenylene, BrC1=CC=2C3=CC(=C(C=C3C3=CC(=C(C=C3C2C=C1Br)Br)Br)Br)Br (2,3,6,7,10,11-hexabromotriphenylene), (alkynylphenyl)acetylene. The reagents and catalysts are [Pd] (palladium). Yields the product hexa(4-substituted benzoates), C1=CC=CC=2C3=CC=CC=C3C3=CC=CC=C3C12 (triphenylene). RXN SMILES: C(OC(=O)C)(=O)C.Br[C:9]1[C:26](Br)=[CH:25][C:24]2[C:23]3[C:18](=[CH:19][C:20](Br)=[C:21](Br)[CH:22]=3)[C:17]3[C:12](=[CH:13][C:14](Br)=[C:15](Br)[CH:16]=3)[C:11]=2[CH:10]=1.OC1C(O)=C2C(=CC=1)C1C(=CC=CC=1)C1C(O)=C(O)C(O)=C(O)C2=1>[Pd]>[CH:10]1[C:11]2[C:12]3[C:17](=[CH:16][CH:15]=[CH:14][CH:13]=3)[C:18]3[C:23](=[CH:22][CH:21]=[CH:20][CH:19]=3)[C:24]=2[CH:25]=[CH:26][CH:9]=1. Reported procedure: The triphenylenes, azatriphenylenes, hexa(4-substituted benzoates) of triphenylene and multi((phenyl)alkynyl)triphenylenes are generally prepared by reaction of veratrole, chloranil and 70% v/v aqueous sulfuric acid or by reaction of veratrole, ferric chloride and water to give 2,3,6,7,10,11,-hexamethoxytriphenylene (demethylation with hydrobromic acid and acetic acid or boron tribromide and benzene provides the corresponding hexaphenol). Reaction of the Grignard reagent from 4,4'-dimethyl-2-flu... The reactants are O=C(n1ccnc1)n1ccnc1, CNCc1ccccc1, ClCCl, O=C(O)c1cccnc1SCCS(=O)(=O)c1ccccc1. Yields the product CN(Cc1ccccc1)C(=O)c1cccnc1SCCS(=O)(=O)c1ccccc1. Reaction SMILES: [C:1]([n:2]1[cH:3][cH:4][n:5][cH:6]1)([n:7]1[cH:8][cH:9][n:10][cH:11]1)=[O:12].[CH2:34]([c:35]1[cH:36][cH:37][cH:38][cH:39][cH:40]1)[NH:41][CH3:42].[Cl:43][CH2:44][Cl:45].[c:13]1([S:19](=[O:20])(=[O:21])[CH2:22][CH2:23][S:24][c:25]2[c:26]([C:27](=[O:28])[OH:29])[cH:30][cH:31][cH:32][n:33]2)[cH:14][cH:15][cH:16][cH:17][cH:18]1>>[c:13]1([S:19](=[O:20])(=[O:21])[CH2:22][CH2:23][S:24][c:25]2[c:26]([C:27](=[O:29])[N:41]([CH2:34][c:35]3[cH:36][cH:37][cH:38][cH:39][cH:40]3)[CH3:42])[cH:30][cH:31][cH:32][n:33]2)[cH:14][cH:15][cH:16][cH:17][cH:18]1. Reactants: NC(=O)N (urea), C(C(C)C)=O (isobutyraldehyde), S(O)(O)(=O)=O (sulfuric acid), P(O)(O)(O)=O (phosphoric acid). Reaction conditions: temperature 40 celsius, time 30 minute. Yields the product C(C(C)C)(NC(=O)N)NC(=O)N (isobutylidene diurea). As a reaction SMILES: [NH2:1][C:2]([NH2:4])=[O:3].S(=O)(=O)(O)O.P(=O)(O)(O)O.[CH:15](=O)[CH:16]([CH3:18])[CH3:17]>>[CH:15]([NH:1][C:2]([NH2:4])=[O:3])([NH:1][C:2]([NH2:4])=[O:3])[CH:16]([CH3:18])[CH3:17]. Reported procedure: The urea solution was added to the reactor followed by requisite amount of sulfuric acid and phosphoric acid. The mixture was then stirred and heated up to 40° C. The liquid isobutyraldehyde was then added slowly through the dropping funnel and no exotherm was observed and reaction was not initiated. The reaction was run at the same temperature for 30 minutes, but the white solid isobutylidene diurea product was not formed. The GC analysis did not show any significant conversion of isobutyraldeh... Starting materials: [Cl-].[NH4+] (ammonium chloride), FC=1C=CC=C2C=C(N(C12)C)C(=O)OCC (Ethyl 7-fluoro-1-methyl-1H-indole-2-carboxylate), [H-].C(C(C)C)[Al+]CC(C)C (Diisobutylaluminium hydride), [H-].C(C(C)C)[Al+]CC(C)C (DIBAL), S(=O)(=O)([O-])[O-].[Mg+2] (Magnesium sulphate). Solvent: C1CCOC1 (THF). Conditions: time 3 hour. The product is FC=1C=CC=C2C=C(N(C12)C)CO (7-Fluoro-1-methyl-1H-indole-2-methanol). Yield: 42.5%. As a reaction SMILES: [F:1][C:2]1[CH:3]=[CH:4][CH:5]=[C:6]2[C:10]=1[N:9]([CH3:11])[C:8]([C:12](OCC)=[O:13])=[CH:7]2.[H-].C([Al+]CC(C)C)C(C)C.[Cl-].[NH4+].S([O-])([O-])(=O)=O.[Mg+2]>C1COCC1>[F:1][C:2]1[CH:3]=[CH:4][CH:5]=[C:6]2[C:10]=1[N:9]([CH3:11])[C:8]([CH2:12][OH:13])=[CH:7]2 |f:1.2,3.4,5.6|. Procedure details: Ethyl 7-fluoro-1-methyl-1H-indole-2-carboxylate (4.5 g) was dissolved in dry THF (50 ml), and cooled to -78° under nitrogen. Diisobutylaluminium hydride (DIBAL) (1M solution in hexane; 22.3 ml) was added and the mixture was stirred at -78° for 3 h, then allowed to warm to room temperature over 1 h. A further portion of DIBAL :(3 ml) was added to the recooled mixture at -78°, and stirring was continued for a further 16 h. Saturated ammonium chloride solution (10 ml) was added and the mixture was ...